From a dataset of the Open Reaction Database (ORD), a public repository of structured organic reaction records. describe an organic reaction: reactants, conditions, products, and yield Starting materials: C(C)(C)(C)OC([C@@H](NC(CN(C1CCCC1)C([C@@H](N[C@H](CCC1=CC=CC=C1)C(=O)OCCCC)C)=O)=O)CC1=CC=CC=C1)=O (N-[1(R)-Butoxycarbonyl-3-phenylpropyl]-L-alanyl-N-cyclopentylglycyl-L-phenylalanine tert-butyl ester), Cl (hydrogen chloride), CCOCC (ether), CC(=O)C (acetone). The solvent is C(C)(=O)OCC (ethyl acetate). Product: Cl.C(CCC)OC(=O)[C@@H](CCC1=CC=CC=C1)N[C@@H](C)C(=O)N(CC(=O)N[C@@H](CC1=CC=CC=C1)C(=O)O)C1CCCC1 (N-[1(R)-butoxycarbonyl-3-phenylpropyl]-L-alanyl-N-cyclopentylglycyl-L-phenylalanine hydrochloride). Reaction SMILES: C([O:5][C:6](=[O:46])[C@H:7]([CH2:39][C:40]1[CH:45]=[CH:44][CH:43]=[CH:42][CH:41]=1)[NH:8][C:9](=[O:38])[CH2:10][N:11]([C:17](=[O:37])[C@H:18]([CH3:36])[NH:19][C@@H:20]([C:29]([O:31][CH2:32][CH2:33][CH2:34][CH3:35])=[O:30])[CH2:21][CH2:22][C:23]1[CH:28]=[CH:27][CH:26]=[CH:25][CH:24]=1)[CH:12]1[CH2:16][CH2:15][CH2:14][CH2:13]1)(C)(C)C.CC(C)=O.CCOCC.[ClH:56]>C(OCC)(=O)C>[ClH:56].[CH2:32]([O:31][C:29]([C@H:20]([NH:19][C@H:18]([C:17]([N:11]([CH:12]1[CH2:13][CH2:14][CH2:15][CH2:16]1)[CH2:10][C:9]([NH:8][C@H:7]([C:6]([OH:46])=[O:5])[CH2:39][C:40]1[CH:41]=[CH:42][CH:43]=[CH:44][CH:45]=1)=[O:38])=[O:37])[CH3:36])[CH2:21][CH2:22][C:23]1[CH:28]=[CH:27][CH:26]=[CH:25][CH:24]=1)=[O:30])[CH2:33][CH2:34][CH3:35] |f:5.6|. Procedure: N-[1(R)-Butoxycarbonyl-3-phenylpropyl]-L-alanyl-N-cyclopentylglycyl-L-phenylalanine tert-butyl ester (1 g) is dissolved in 14 ml of 3.4N hydrogen chloride in ethyl acetate, followed by addition of 2 ml of acetone. Then, 10 ml of ether is added and the solvent is decanted off. The residue is dried under reduced pressure to give 0.8 g of N-[1(R)-butoxycarbonyl-3-phenylpropyl]-L-alanyl-N-cyclopentylglycyl-L-phenylalanine hydrochloride as colorless powder. Reactants: O=C=NCc1ccccc1, CN(C)c1ccncc1, CN(C)C=O, O, Nc1nc(-c2ccco2)c2cn[nH]c2n1. The product is Nc1nc(-c2ccco2)c2cnn(C(=O)NCc3ccccc3)c2n1. RXN SMILES: [CH2:16]([c:17]1[cH:18][cH:19][cH:20][cH:21][cH:22]1)[N:23]=[C:24]=[O:25].[CH3:32][N:33]([c:34]1[cH:35][cH:36][n:37][cH:38][cH:39]1)[CH3:40].[O:27]=[CH:28][N:29]([CH3:30])[CH3:31].[OH2:26].[o:1]1[c:2](-[c:6]2[c:7]3[c:8]([n:9][c:10]([NH2:12])[n:11]2)[nH:13][n:14][cH:15]3)[cH:3][cH:4][cH:5]1>>[o:1]1[c:2](-[c:6]2[c:7]3[c:8]([n:9][c:10]([NH2:12])[n:11]2)[n:13]([C:24]([NH:23][CH2:16][c:17]2[cH:18][cH:19][cH:20][cH:21][cH:22]2)=[O:25])[n:14][cH:15]3)[cH:3][cH:4][cH:5]1. Reactants: Cc1ccccc1, COC(OC)c1ncccc1CO, O=[Mn]=O. Product: COC(OC)c1ncccc1C=O. As a reaction SMILES: [CH3:14][c:15]1[cH:16][cH:17][cH:18][cH:19][cH:20]1.[CH3:1][O:2][CH:3]([c:4]1[n:5][cH:6][cH:7][cH:8][c:9]1[CH2:10][OH:11])[O:12][CH3:13].[O:21]=[Mn:22]=[O:23]>>[CH3:1][O:2][CH:3]([c:4]1[n:5][cH:6][cH:7][cH:8][c:9]1[CH:10]=[O:11])[O:12][CH3:13]. Reactants: O (water), C(C)(C)(C)[Si](C)(C)OCC1=CC=CC2=C1C=CCC(C2)(C)C (tert-butyl (6,6-dimethyl-6,7-dihydro-5H-benzo[a]cyclohepten-1-ylmethoxy)dimethylsilane), [F-].C(CCC)[N+](CCCC)(CCCC)CCCC (tetrabutylammonium fluoride). The solvent is O1CCCC1 (tetrahydrofuran), O1CCCC1 (tetrahydrofuran). Reaction conditions: time 15 minute. The product is CC1(CC2=C(C=CC1)C(=CC=C2)CO)C (6,6-dimethyl-6,7-dihydro-5H-benzo[a]cyclohepten-1-ylmethanol). Reaction SMILES: C([Si]([O:8][CH2:9][C:10]1[C:15]2[CH:16]=[CH:17][CH2:18][C:19]([CH3:22])([CH3:21])[CH2:20][C:14]=2[CH:13]=[CH:12][CH:11]=1)(C)C)(C)(C)C.[F-].C([N+](CCCC)(CCCC)CCCC)CCC.O>O1CCCC1>[CH3:21][C:19]1([CH3:22])[CH2:18][CH:17]=[CH:16][C:15]2[C:10]([CH2:9][OH:8])=[CH:11][CH:12]=[CH:13][C:14]=2[CH2:20]1 |f:1.2|. Procedure: To a solution of tert-butyl (6,6-dimethyl-6,7-dihydro-5H-benzo[a]cyclohepten-1-ylmethoxy)dimethylsilane (7.306 g, 23.08 mmol) in tetrahydrofuran (30 ml) was added a solution of 1.0 M tetrabutylammonium fluoride in tetrahydrofuran (27.7 ml, 27.7 mmol) at room temperature, and the mixture was stirred at room temperature for 15 min. The reaction solution was poured into water, and extracted twice with ethyl acetate. The recovered organic layer was dried over anhydrous magnesium sulfate and the solv... The reactants are FC=1C=CC(=C2CC[C@H](C12)OC1=CC2=C([C@@H](CO2)CC(=O)OC)C=C1)B1OC(C(O1)(C)C)(C)C (methyl 2-((S)-6-((R)-7-fluoro-4-(4,4,5,5-tetramethyl-1,3,2-dioxaborolan-2-yl)-2,3-dihydro-1H-inden-1-yloxy)-2,3-dihydrobenzofuran-3-yl)acetate), BrC1=C(C=C(O[C@@H]2COCC2)C=C1C)C ((S)-3-(4-bromo-3,5-dimethylphenoxy)tetrahydrofuran), Intermediate 1. Yields the product CC1=C(C(=CC(=C1)O[C@@H]1COCC1)C)C1=C2CC[C@H](C2=C(C=C1)F)OC1=CC2=C([C@@H](CO2)CC(=O)OC)C=C1 (Methyl 2-((S)-6-((R)-4-(2,6-dimethyl-4-((S)-tetrahydrofuran-3-yloxy)phenyl)-7-fluoro-2,3-dihydro-1H-inden-1-yloxy)-2,3-dihydrobenzofuran-3-yl)acetate). RXN SMILES: [F:1][C:2]1[CH:3]=[CH:4][C:5](B2OC(C)(C)C(C)(C)O2)=[C:6]2[C:10]=1[C@H:9]([O:11][C:12]1[CH:25]=[CH:24][C:15]3[C@H:16]([CH2:19][C:20]([O:22][CH3:23])=[O:21])[CH2:17][O:18][C:14]=3[CH:13]=1)[CH2:8][CH2:7]2.Br[C:36]1[C:47]([CH3:48])=[CH:46][C:39]([O:40][C@H:41]2[CH2:45][CH2:44][O:43][CH2:42]2)=[CH:38][C:37]=1[CH3:49]>>[CH3:49][C:37]1[CH:38]=[C:39]([O:40][C@H:41]2[CH2:45][CH2:44][O:43][CH2:42]2)[CH:46]=[C:47]([CH3:48])[C:36]=1[C:5]1[CH:4]=[CH:3][C:2]([F:1])=[C:10]2[C:6]=1[CH2:7][CH2:8][C@H:9]2[O:11][C:12]1[CH:25]=[CH:24][C:15]2[C@H:16]([CH2:19][C:20]([O:22][CH3:23])=[O:21])[CH2:17][O:18][C:14]=2[CH:13]=1. Reported procedure: The title compound is prepared from methyl 2-((S)-6-((R)-7-fluoro-4-(4,4,5,5-tetramethyl-1,3,2-dioxaborolan-2-yl)-2,3-dihydro-1H-inden-1-yloxy)-2,3-dihydrobenzofuran-3-yl)acetate and (S)-3-(4-bromo-3,5-dimethylphenoxy)tetrahydrofuran following a procedure analogous to that described in Step 5 of Intermediate 1. LC (method 4): tR=1.89 min; Mass spectrum (ESI+): m/z=555 [M+Na]+.